Dataset: the Open Reaction Database (ORD), a public repository of structured organic reaction records. Task: describe an organic reaction: reactants, conditions, products, and yield The reactants are N1CCOCC1 (Morpholine), C(N)(=O)C1=C(C(=NN1C)CCC)NC(CCC1=CC=C(C=C1)Br)=O (N-(5-carbamoyl-1-methyl-3-propyl-1H-4-pyrazolyl)-2-(4-bromobenzyl)acetamide), C(C)#N (acetonitrile). The product is C(N)(=O)C1=C(C(=NN1C)CCC)NC(CC1=CC=C(C=C1)CN1CCOCC1)=O (N-(5-carbamoyl-1-methyl-3-propyl-1H-4-pyrazolyl)-2-[4-(morpholinomethyl)phenyl]acetamide). As a reaction SMILES: [NH:1]1[CH2:6][CH2:5][O:4][CH2:3][CH2:2]1.[C:7]([C:10]1[N:14]([CH3:15])[N:13]=[C:12]([CH2:16][CH2:17][CH3:18])[C:11]=1[NH:19][C:20](=[O:30])[CH2:21][CH2:22][C:23]1[CH:28]=[CH:27][C:26](Br)=[CH:25]C=1)(=[O:9])[NH2:8].[C:31](#N)C>>[C:7]([C:10]1[N:14]([CH3:15])[N:13]=[C:12]([CH2:16][CH2:17][CH3:18])[C:11]=1[NH:19][C:20](=[O:30])[CH2:21][C:22]1[CH:23]=[CH:28][C:27]([CH2:31][N:1]2[CH2:6][CH2:5][O:4][CH2:3][CH2:2]2)=[CH:26][CH:25]=1)(=[O:9])[NH2:8]. Procedure details: Morpholine (0.3 ml, 0.00344 mol) was added to a solution of N-(5-carbamoyl-1-methyl-3-propyl-1H-4-pyrazolyl)-2-(4-bromobenzyl)acetamide (400 mg, 0.001 mol) in acetonitrile (3 ml) and the reaction stirred at reflux for 2 hours. On cooling, the reaction was concentrated under reduced pressure. Starting materials: Cl.COC=1C=C(C=CC1OC)C=1C(C(N(N1)C1CCNCC1)=O)(C)C (5-(3,4-dimethoxyphenyl)-4,4-dimethyl-2-(piperidin-4-yl)-2,4-dihydro-3H-pyrazol-3-one hydrochloride), Cl.COC=1C=C(C=CC1OC)C=1C(C(N(N1)C1CCNCC1)=O)(C)C (5-(3,4-dimethoxyphenyl)-4,4-dimethyl-2-(piperidin-4-yl)-2,4-dihydro-3H-pyrazol-3-one hydrochloride), CN(C1=CC=C(C2=CC=CC=C12)C(=O)O)C (4-(dimethylamino)naphthalene-1-carboxylic acid). Product: COC=1C=C(C=CC1OC)C=1C(C(N(N1)C1CCN(CC1)C(=O)C1=CC=C(C2=CC=CC=C12)N(C)C)=O)(C)C (5-(3,4-Dimethoxyphenyl)-2-(1-{[4-(dimethylamino)naphthalen-1-yl]carbonyl}piperidin-4-yl)-4,4-dimethyl-2,4-dihydro-3H-pyrazol-3-one). RXN SMILES: Cl.[CH3:2][O:3][C:4]1[CH:5]=[C:6]([C:12]2[C:13]([CH3:25])([CH3:24])[C:14](=[O:23])[N:15]([CH:17]3[CH2:22][CH2:21][NH:20][CH2:19][CH2:18]3)[N:16]=2)[CH:7]=[CH:8][C:9]=1[O:10][CH3:11].[CH3:26][N:27]([CH3:41])[C:28]1[C:37]2[C:32](=[CH:33][CH:34]=[CH:35][CH:36]=2)[C:31]([C:38](O)=[O:39])=[CH:30][CH:29]=1>>[CH3:2][O:3][C:4]1[CH:5]=[C:6]([C:12]2[C:13]([CH3:25])([CH3:24])[C:14](=[O:23])[N:15]([CH:17]3[CH2:22][CH2:21][N:20]([C:38]([C:31]4[C:32]5[C:37](=[CH:36][CH:35]=[CH:34][CH:33]=5)[C:28]([N:27]([CH3:41])[CH3:26])=[CH:29][CH:30]=4)=[O:39])[CH2:19][CH2:18]3)[N:16]=2)[CH:7]=[CH:8][C:9]=1[O:10][CH3:11] |f:0.1|. Procedure: The title compound is prepared analogously as described for GP2-WU1 using 5-(3,4-dimethoxyphenyl)-4,4-dimethyl-2-(piperidin-4-yl)-2,4-dihydro-3H-pyrazol-3-one (compound B1) and 4-(dimethylamino)naphthalene-1-carboxylic acid as starting compounds. The crude product is purified by crystallization from diethyl ether to yield the title compound. Procedure: NBS (8.43 g, 47.4 mmol) and AIBN (2.1 g, 12.8 mmol) were added to a solution of 1-BOC-2-methylbenzimidazole (10.0 g, 43.1 mmol) in CCl4 (120 mL) at reflux. After 21 h, the reaction was cooled and filtered. The filtrate was concentrated, and the resulting brown oil was chromatographed (silica gel, 15% EtOAc/hexanes) to afford the title compound: 1H NMR (400 MHz, CDCl3) δ 7.94-8.01 (m, 1 H), 7.70-7.75 (m, 1 H), 7.31-7.44 (m, 2 H), 4.96 (s, 2 H), 1.75 (s, 9 H), Product: C(=O)(OC(C)(C)C)N1C(=NC2=C1C=CC=C2)CBr (1-BOC-2-(bromomethyl)benzimidazole). Solvent: C(Cl)(Cl)(Cl)Cl (CCl4). Run at time 21 hour. The reactants are C1CC(=O)N(C1=O)Br (NBS), CC(C)(C#N)N=NC(C)(C)C#N (AIBN), C(=O)(OC(C)(C)C)N1C(=NC2=C1C=CC=C2)C (1-BOC-2-methylbenzimidazole). Reaction SMILES: C1C(=O)N([Br:8])C(=O)C1.CC(N=NC(C#N)(C)C)(C#N)C.[C:21]([N:28]1[C:32]2[CH:33]=[CH:34][CH:35]=[CH:36][C:31]=2[N:30]=[C:29]1[CH3:37])([O:23][C:24]([CH3:27])([CH3:26])[CH3:25])=[O:22]>C(Cl)(Cl)(Cl)Cl>[C:21]([N:28]1[C:32]2[CH:33]=[CH:34][CH:35]=[CH:36][C:31]=2[N:30]=[C:29]1[CH2:37][Br:8])([O:23][C:24]([CH3:27])([CH3:26])[CH3:25])=[O:22]. Reactants: C(C=C)C1C(CC(C(C(OC(C2CCCCN2C(C(C2(C(CC(C(C(CC(CC(=C1)C)C)OC)O2)OC)C)O)=O)=O)=O)C(=CC2CC(C(CC2)O)OC)C)C)O[Si](C)(C)C(C)(C)C)=O (17-allyl-14-(tert-butyl-dimethyl-silanyloxy)-1-hydroxy-12-[2-(4-hydroxy-3-methoxy-cyclohexyl)-1-methyl-vinyl]-23,25-dimethoxy-13,19,21,27-tetramethyl-11,28-dioxa-4-aza-tricyclo[22.3.1.04,9]octacos-18-ene-2,3,10,16-tetraone), C(C)(C)(C)[Si](OC(CCCCCCC(=O)O)=O)(C)C (O-mono(tert-butyl-dimethyl-silanyl)octanedioic acid), CN(C)C1=NC=CC=C1 (dimethylaminopyridine), Cl.CN(CCCN=C=NCC)C (1-[3-(dimethylamino)propyl]-3-ethylcarbodiimide hydrochloride). The solvent is C(Cl)Cl (methylene chloride), C(C)(=O)OCC.O (ethyl acetate water). Conditions: time 1.5 hour. Product: C(C=C)C1C(CC(C(C(OC(C2CCCCN2C(C(C2(C(CC(C(C(CC(CC(=C1)C)C)OC)O2)OC)C)O)=O)=O)=O)C(=CC2CC(C(CC2)OC(CCCCCCC(=O)O[Si](C)(C)C(C)(C)C)=O)OC)C)C)O[Si](C)(C)C(C)(C)C)=O (17-allyl-14-(tert-butyl-dimethyl-silanyloxy)-1-hydroxy-12-{2-[4-(7-(tert-butyl-dimethyl-silanyloxy-carbonyl)heptanoyl-oxy)-3-methoxy-cyclohexyl]-1-methyl-vinyl}-23,25-dimethoxy-13,19,21,27-tetramethyl-11,28-dioxa-4-aza-tricyclo[22.3.1.04,9] octacos-18-ene-2,3,10,16-tetraone). The yield is 24.7%. As a reaction SMILES: [CH2:1]([CH:4]1[CH:30]=[C:29]([CH3:31])[CH2:28][CH:27]([CH3:32])[CH2:26][CH:25]([O:33][CH3:34])[CH:24]2[O:35][C:20]([OH:39])([CH:21]([CH3:38])[CH2:22][CH:23]2[O:36][CH3:37])[C:19](=[O:40])[C:18](=[O:41])[N:17]2[CH:12]([CH2:13][CH2:14][CH2:15][CH2:16]2)[C:11](=[O:42])[O:10][CH:9]([C:43]([CH3:54])=[CH:44][CH:45]2[CH2:50][CH2:49][CH:48]([OH:51])[CH:47]([O:52][CH3:53])[CH2:46]2)[CH:8]([CH3:55])[CH:7]([O:56][Si:57]([C:60]([CH3:63])([CH3:62])[CH3:61])([CH3:59])[CH3:58])[CH2:6][C:5]1=[O:64])[CH:2]=[CH2:3].[C:65]([Si:69]([CH3:83])([CH3:82])[O:70][C:71](=[O:81])[CH2:72][CH2:73][CH2:74][CH2:75][CH2:76][CH2:77][C:78](O)=[O:79])([CH3:68])([CH3:67])[CH3:66].CN(C1C=CC=CN=1)C.Cl.CN(C)CCCN=C=NCC>C(OCC)(=O)C.O.C(Cl)Cl>[CH2:1]([CH:4]1[CH:30]=[C:29]([CH3:31])[CH2:28][CH:27]([CH3:32])[CH2:26][CH:25]([O:33][CH3:34])[CH:24]2[O:35][C:20]([OH:39])([CH:21]([CH3:38])[CH2:22][CH:23]2[O:36][CH3:37])[C:19](=[O:40])[C:18](=[O:41])[N:17]2[CH:12]([CH2:13][CH2:14][CH2:15][CH2:16]2)[C:11](=[O:42])[O:10][CH:9]([C:43]([CH3:54])=[CH:44][CH:45]2[CH2:50][CH2:49][CH:48]([O:51][C:78](=[O:79])[CH2:77][CH2:76][CH2:75][CH2:74][CH2:73][CH2:72][C:71]([O:70][Si:69]([C:65]([CH3:67])([CH3:66])[CH3:68])([CH3:82])[CH3:83])=[O:81])[CH:47]([O:52][CH3:53])[CH2:46]2)[CH:8]([CH3:55])[CH:7]([O:56][Si:57]([C:60]([CH3:61])([CH3:62])[CH3:63])([CH3:58])[CH3:59])[CH2:6][C:5]1=[O:64])[CH:2]=[CH2:3] |f:3.4,5.6|. Procedure details: A mixture of 17-allyl-14-(tert-butyl-dimethyl-silanyloxy)-1-hydroxy-12-[2-(4-hydroxy-3-methoxy-cyclohexyl)-1-methyl-vinyl]-23,25-dimethoxy-13,19,21,27-tetramethyl-11,28-dioxa-4-aza-tricyclo[22.3.1.04,9]octacos-18-ene-2,3,10,16-tetraone (138 mg, 0.15 mmol), O-mono(tert-butyl-dimethyl-silanyl)octanedioic acid (86.7 mg, 0.218 mmol), dimethylaminopyridine (DMAP; 16.5 mg, 0.098 mmol), 1-[3-(dimethylamino)propyl]-3-ethylcarbodiimide hydrochloride (EDC/HCl; 69.1 mg, 0.261 mmol) and methylene chloride (... Starting materials: O=C1NC2=C(N1C1CCN(CC1)CCCN1C(N(C3=C1C=CC(=C3)C)C(=C)C)=O)C=CC=C2 (1-{3-[4-(2,3-dihydro-2-oxo-1H-benzimidazol-1-yl)-1-piperidinyl]propyl}-1,3-dihydro-5-methyl-3-(1-methylethenyl)-2H-benzimidazol-2-one), Cl (hydrochloric acid), O (water). The solvent is C(C)O (ethanol). Reaction conditions: temperature 50 celsius, time 1 hour. Product: O=C1NC2=C(N1C1CCN(CC1)CCCN1C(NC3=C1C=CC(=C3)C)=O)C=CC=C2 (1-{3-[4-(2,3-dihydro-2-oxo-1H-benzimidazol-1-yl)-1-piperidinyl]propyl}-1,3-dihydro-5-methyl-2H-benzimidazol-2-one). Yield: 40.0%. As a reaction SMILES: [O:1]=[C:2]1[N:6]([CH:7]2[CH2:12][CH2:11][N:10]([CH2:13][CH2:14][CH2:15][N:16]3[C:20]4[CH:21]=[CH:22][C:23]([CH3:25])=[CH:24][C:19]=4[N:18](C(C)=C)[C:17]3=[O:29])[CH2:9][CH2:8]2)[C:5]2[CH:30]=[CH:31][CH:32]=[CH:33][C:4]=2[NH:3]1.Cl.O>C(O)C>[O:1]=[C:2]1[N:6]([CH:7]2[CH2:12][CH2:11][N:10]([CH2:13][CH2:14][CH2:15][N:16]3[C:20]4[CH:21]=[CH:22][C:23]([CH3:25])=[CH:24][C:19]=4[NH:18][C:17]3=[O:29])[CH2:9][CH2:8]2)[C:5]2[CH:30]=[CH:31][CH:32]=[CH:33][C:4]=2[NH:3]1. Procedure: A mixture of 6 parts of 1-{3-[4-(2,3-dihydro-2-oxo-1H-benzimidazol-1-yl)-1-piperidinyl]propyl}-1,3-dihydro-5-methyl-3-(1-methylethenyl)-2H-benzimidazol-2-one, 12 parts of a hydrochloric acid solution, 30 parts of water and 40 parts of ethanol is stirred first for a while at 50° C. and further for 1 hour at room temperature. The reaction mixture is evaporated and the residue is crystallized from a mixture of 4-methyl-2-pentanone and 2-propanol. The product is filtered off and dried, yielding 3.7 ... Reactants: COc1ccccc1-c1nn(COCC[Si](C)(C)C)c2ncc(B3OC(C)(C)C(C)(C)O3)cc12, COC(=O)c1cc(I)cc(C(=O)N(C)C)c1, [Na+], [Na+], O=C([O-])[O-], O. Product: COC(=O)c1cc(C(=O)N(C)C)cc(-c2cnc3c(c2)c(-c2ccccc2OC)nn3COCC[Si](C)(C)C)c1. Reaction SMILES: [CH3:17][O:18][c:19]1[c:20](-[c:25]2[n:26][n:27]([CH2:43][O:44][CH2:45][CH2:46][Si:47]([CH3:48])([CH3:49])[CH3:50])[c:28]3[n:29][cH:30][c:31]([B:34]4[O:35][C:36]([CH3:37])([CH3:38])[C:39]([CH3:40])([CH3:41])[O:42]4)[cH:32][c:33]23)[cH:21][cH:22][cH:23][cH:24]1.[CH3:1][O:2][C:3]([c:4]1[cH:5][c:6]([C:7](=[O:8])[N:9]([CH3:10])[CH3:11])[cH:12][c:13]([I:15])[cH:14]1)=[O:16].[Na+:51].[Na+:52].[O-:53][C:54](=[O:55])[O-:56].[OH2:57]>>[CH3:1][O:2][C:3]([c:4]1[cH:5][c:6]([C:7](=[O:8])[N:9]([CH3:10])[CH3:11])[cH:12][c:13](-[c:31]2[cH:30][n:29][c:28]3[n:27]([CH2:43][O:44][CH2:45][CH2:46][Si:47]([CH3:48])([CH3:49])[CH3:50])[n:26][c:25](-[c:20]4[c:19]([O:18][CH3:17])[cH:24][cH:23][cH:22][cH:21]4)[c:33]3[cH:32]2)[cH:14]1)=[O:16]. Reactants: C1CCOC1, COC(=O)C(NC(=O)c1ccc(Cl)cc1NS(=O)(=O)c1cccc2nsnc12)C(=O)c1ccc(Cl)c(Cl)c1, CCO, CCC(C)[BH-](C(C)CC)C(C)CC, [Li+], [Na+], [OH-], O, OO. The product is COC(=O)C(NC(=O)c1ccc(Cl)cc1NS(=O)(=O)c1cccc2nsnc12)C(O)c1ccc(Cl)c(Cl)c1. Reaction SMILES: [CH2:57]1[O:58][CH2:59][CH2:60][CH2:61]1.[CH3:1][O:2][C:3]([CH:4]([C:5](=[O:6])[c:7]1[cH:8][c:9]([Cl:14])[c:10]([Cl:13])[cH:11][cH:12]1)[NH:15][C:16]([c:17]1[c:18]([NH:24][S:25](=[O:26])(=[O:27])[c:28]2[cH:29][cH:30][cH:31][c:32]3[c:33]2[n:34][s:35][n:36]3)[cH:19][c:20]([Cl:23])[cH:21][cH:22]1)=[O:37])=[O:38].[CH3:62][CH2:63][OH:64].[CH:39]([BH-:40]([CH:41]([CH2:42][CH3:43])[CH3:44])[CH:45]([CH2:46][CH3:47])[CH3:48])([CH2:49][CH3:50])[CH3:51].[Li+:52].[Na+:54].[OH-:53].[OH2:65].[OH:55][OH:56]>>[CH3:1][O:2][C:3]([CH:4]([CH:5]([OH:6])[c:7]1[cH:8][c:9]([Cl:14])[c:10]([Cl:13])[cH:11][cH:12]1)[NH:15][C:16]([c:17]1[c:18]([NH:24][S:25](=[O:26])(=[O:27])[c:28]2[cH:29][cH:30][cH:31][c:32]3[c:33]2[n:34][s:35][n:36]3)[cH:19][c:20]([Cl:23])[cH:21][cH:22]1)=[O:37])=[O:38]. Starting materials: C(C)OC(=O)C=1N=CN(C1)C1=CC(=CC=C1)C=1C(=NC=CC1F)F (1-[3-(2,4-Difluoro-pyridin-3-yl)-phenyl]-1H-imidazole-4-carboxylic acid ethyl ester), [OH-].[K+] (potassium hydroxide). The solvent is C(C)O (ethanol). Yields the product FC1=NC=CC(=C1C=1C=C(C=CC1)N1C=NC(=C1)C(=O)O)F (1-[3-(2,4-Difluoro-pyridin-3-yl)-phenyl]-1H-imidazole-4-carboxylic acid). As a reaction SMILES: C([O:3][C:4]([C:6]1[N:7]=[CH:8][N:9]([C:11]2[CH:16]=[CH:15][CH:14]=[C:13]([C:17]3[C:18]([F:24])=[N:19][CH:20]=[CH:21][C:22]=3[F:23])[CH:12]=2)[CH:10]=1)=[O:5])C.[OH-].[K+]>C(O)C>[F:24][C:18]1[C:17]([C:13]2[CH:12]=[C:11]([N:9]3[CH:10]=[C:6]([C:4]([OH:5])=[O:3])[N:7]=[CH:8]3)[CH:16]=[CH:15][CH:14]=2)=[C:22]([F:23])[CH:21]=[CH:20][N:19]=1 |f:1.2|. Procedure: This compound is prepared by hydrolysis of 23j using a 1:1 mixture of aqueous potassium hydroxide (2M) and ethanol. Starting materials: Brc1ccccc1, C1COCCO1, [K+], [K+], O=C([O-])[O-], O=[PH](c1ccccc1)c1ccccc1. Product: O=P(c1ccccc1)(c1ccccc1)c1ccccc1. Reaction SMILES: [Br:1][c:2]1[cH:3][cH:4][cH:5][cH:6][cH:7]1.[CH2:28]1[O:29][CH2:30][CH2:31][O:32][CH2:33]1.[K+:22].[K+:23].[O-:24][C:25]([O-:26])=[O:27].[c:8]1([PH:14]([c:15]2[cH:16][cH:17][cH:18][cH:19][cH:20]2)=[O:21])[cH:9][cH:10][cH:11][cH:12][cH:13]1>>[c:2]1([P:14]([c:8]2[cH:9][cH:10][cH:11][cH:12][cH:13]2)([c:15]2[cH:16][cH:17][cH:18][cH:19][cH:20]2)=[O:21])[cH:3][cH:4][cH:5][cH:6][cH:7]1.